Dataset: the Open Reaction Database (ORD), a public repository of structured organic reaction records. Task: describe an organic reaction: reactants, conditions, products, and yield The reactants are C(=O)(OC(C)(C)C)N[C@H](C(C)C)C(=O)N1CCC(CC1)C1CCN(CC1)C (1-(Boc-D-Valinyl)-4-(1-methylpiperidin-4-yl)piperidine), Cl (HCl). Run in CO (methanol). Run at temperature 0 celsius. The product is Cl.Cl.N[C@H](C(C)C)C(=O)N1CCC(CC1)C1CCN(CC1)C (1-D-Valinyl-4-(1-methylpiperidin-4-yl)piperidine Dihydrochloride). The yield is 96.0%. As a reaction SMILES: C([NH:8][C@@H:9]([C:13]([N:15]1[CH2:20][CH2:19][CH:18]([CH:21]2[CH2:26][CH2:25][N:24]([CH3:27])[CH2:23][CH2:22]2)[CH2:17][CH2:16]1)=[O:14])[CH:10]([CH3:12])[CH3:11])(OC(C)(C)C)=O.[ClH:28]>CO>[ClH:28].[ClH:28].[NH2:8][C@@H:9]([C:13]([N:15]1[CH2:20][CH2:19][CH:18]([CH:21]2[CH2:22][CH2:23][N:24]([CH3:27])[CH2:25][CH2:26]2)[CH2:17][CH2:16]1)=[O:14])[CH:10]([CH3:11])[CH3:12] |f:3.4.5|. Procedure details: 1-(Boc-D-Valinyl)-4-(1-methylpiperidin-4-yl)piperidine (23.3 g, 61.1 mmol) is dissolved in anhydrous methanol (700 mL), cooled to 0° C. and treated with HCl (gas) until HPLC indicates consumption of starting material is complete. The solvent is removed in vacuo to give 20.8 g (96%) of the title compound as an off-white foam. The solvent is CN(C(C)=O)C (N,N-dimethylacetamide). The yield is 79.1%. Starting materials: C(C)(C)N1CCN(CC1)C=1C=C(C=O)C=C(C1)OC (3-(4-isopropylpiperazin-1-yl)-5-methoxybenzaldehyde), NC1=C(C(=O)N)C(=CC(=C1)OC)OC (2-amino-4,6-dimethoxybenzamide), OS(=O)[O-].[Na+] (NaHSO3), O.C1(=CC=C(C=C1)S(=O)(=O)O)C (p-toluenesulfonic acid monohydrate). The product is C(C)(C)N1CCN(CC1)C=1C=C(C=C(C1)OC)C1=NC2=CC(=CC(=C2C(N1)=O)OC)OC (2-(3-(4-isopropylpiperazin-1-yl)-5-methoxyphenyl)-5,7-dimethoxyquinazolin-4(3H)-one). Reaction conditions: temperature 120 celsius, time 20 hour. Procedure details: To a solution of 3-(4-isopropylpiperazin-1-yl)-5-methoxybenzaldehyde (1.23 g, 4.68 mmol) in N,N-dimethylacetamide (20 mL) was added 2-amino-4,6-dimethoxybenzamide (0.59 g, 3.00 mmol), NaHSO3 (58.5 wt %, 0.87 g, 4.80 mmol) and p-toluenesulfonic acid monohydrate (1.82 g, 9.60 mmol). The reaction mixture was stirred at 120° C. for 20 h under nitrogen. After that time the reaction was cooled to rt and concentrated under reduced pressure. The residue was diluted with saturated Na2CO3 solution to adju... Reaction SMILES: [CH:1]([N:4]1[CH2:9][CH2:8][N:7]([C:10]2[CH:11]=[C:12]([CH:15]=[C:16]([O:18][CH3:19])[CH:17]=2)[CH:13]=O)[CH2:6][CH2:5]1)([CH3:3])[CH3:2].[NH2:20][C:21]1[CH:29]=[C:28]([O:30][CH3:31])[CH:27]=[C:26]([O:32][CH3:33])[C:22]=1[C:23]([NH2:25])=[O:24].OS([O-])=O.[Na+].O.C1(C)C=CC(S(O)(=O)=O)=CC=1>CN(C)C(=O)C>[CH:1]([N:4]1[CH2:9][CH2:8][N:7]([C:10]2[CH:11]=[C:12]([C:13]3[NH:25][C:23](=[O:24])[C:22]4[C:21](=[CH:29][C:28]([O:30][CH3:31])=[CH:27][C:26]=4[O:32][CH3:33])[N:20]=3)[CH:15]=[C:16]([O:18][CH3:19])[CH:17]=2)[CH2:6][CH2:5]1)([CH3:3])[CH3:2] |f:2.3,4.5|.